This data is from the Open Reaction Database (ORD), a public repository of structured organic reaction records. The task is: describe an organic reaction: reactants, conditions, products, and yield The reactants are C1(=CC=CC=C1)COC1=C(C=C(C=C1)C(C)=O)N (1-[4-phenylmethoxy-3-aminophenyl]ethanone), CS(=O)(=O)Cl (methanesulfonyl chloride). Run in N1=CC=CC=C1 (pyridine). Reaction conditions: time 39 minute. The product is C1(=CC=CC=C1)COC1=C(C=C(C=C1)C(C)=O)NS(=O)(=O)C (1-[4-Phenylmethoxy-3-[(methylsulfonyl)amino]phenyl]ethanone). Yield: 77.6%. As a reaction SMILES: [C:1]1([CH2:7][O:8][C:9]2[CH:14]=[CH:13][C:12]([C:15](=[O:17])[CH3:16])=[CH:11][C:10]=2[NH2:18])[CH:6]=[CH:5][CH:4]=[CH:3][CH:2]=1.[CH3:19][S:20](Cl)(=[O:22])=[O:21]>N1C=CC=CC=1>[C:1]1([CH2:7][O:8][C:9]2[CH:14]=[CH:13][C:12]([C:15](=[O:17])[CH3:16])=[CH:11][C:10]=2[NH:18][S:20]([CH3:19])(=[O:22])=[O:21])[CH:6]=[CH:5][CH:4]=[CH:3][CH:2]=1. Procedure: To a mechanically stirred 16° C. pyridine (270 mL) solution of 1-[4-phenylmethoxy-3-aminophenyl]ethanone (57.4 g, 238 mmol) under N2, was added methanesulfonyl chloride (18.6 mL, 240 mmol). After 39 minutes, the completed reaction was quenched with 1.8 L H2O and the resulting suspension stirred for ~2 hours before filtration. The collected solids were washed with H2O (2×250 mL=500 mL) and partially air dried. These solids were dissolved in CHCl3 (450 mL), the aqueous phase removed and heptane (4...